Dataset: the Open Reaction Database (ORD), a public repository of structured organic reaction records. Task: describe an organic reaction: reactants, conditions, products, and yield Run at temperature 80 celsius, time 30 minute. Yields the product CN(C)CC1=C(C(=CC(=C1)CN(C)C)CN(C)C)CCCCOCCCCC1=C(C=C(C=C1CN(C)C)CN(C)C)CN(C)C (2,4,6-tris(dimethylaminomethyl)phenylbutyl ether). Reactants: CN(C)CC1=C(C(=CC(=C1)CN(C)C)CN(C)C)O (2,4,6-tris(dimethylaminomethyl)phenol), [OH-].[Na+] (NaOH), C(CCC)Br (butyl bromide). The reagents and catalysts are S(=O)(=O)(O)[O-].C(CCC)[N+](CCCC)(CCCC)CCCC (tetrabutylammonium hydrogen sulfate). Procedure: 53.1 g (0.2 mol) of 2,4,6-tris(dimethylaminomethyl)phenol and 6.8 g (0.02 mol) of tetrabutylammonium hydrogen sulfate are placed in 100 ml of toluene in a 350 ml sulfonating flask having an anchor mixer, thermometer, reflux condenser and dropping funnel and at RT 40 g (0.5 tool) of a 50% aqueous NaOH solution are added dropwise in the course of 30 minutes. The suspension is then stirred for 30 minutes at 80° C. and then at the same temperature 54.8 g (0.4 mol) of butyl bromide are added in the c... As a reaction SMILES: [CH3:1][N:2]([CH2:4][C:5]1[CH:10]=[C:9]([CH2:11][N:12]([CH3:14])[CH3:13])[CH:8]=[C:7]([CH2:15][N:16]([CH3:18])[CH3:17])[C:6]=1O)[CH3:3].[OH-:20].[Na+].[CH2:22](Br)[CH2:23][CH2:24][CH3:25]>S([O-])(O)(=O)=O.C([N+](CCCC)(CCCC)CCCC)CCC.C1(C)C=CC=CC=1>[CH3:1][N:2]([CH2:4][C:5]1[CH:10]=[C:9]([CH2:11][N:12]([CH3:14])[CH3:13])[CH:8]=[C:7]([CH2:15][N:16]([CH3:18])[CH3:17])[C:6]=1[CH2:25][CH2:24][CH2:23][CH2:22][O:20][CH2:4][CH2:5][CH2:6][CH2:7][C:8]1[C:7]([CH2:15][N:16]([CH3:18])[CH3:17])=[CH:6][C:5]([CH2:4][N:2]([CH3:1])[CH3:3])=[CH:10][C:9]=1[CH2:11][N:12]([CH3:14])[CH3:13])[CH3:3] |f:1.2,4.5|. Solvent: C1(=CC=CC=C1)C (toluene). Starting materials: C[S-].[Na+] (sodium thiomethoxide), CS(=O)(=O)OCC1=NC(=NC(=C1)N1[C@@H](COCC1)C)Cl ((R)-(2-chloro-6-(3-methylmorpholino)pyrimidin-4-yl)methyl methanesulfonate), ClC1=NC(=CC(=N1)N1[C@@H](COCC1)C)CCl ((R)-4-(2-chloro-6-(chloromethyl)pyrimidin-4-yl)-3-methylmorpholine), [I-].[Na+] (sodium iodide). Run in CC#N (MeCN), CCOC(=O)C (EtOAc). Conditions: time 16 hour. Yields the product ClC1=NC(=CC(=N1)N1[C@@H](COCC1)C)CSC ((R)-4-(2-chloro-6-(methylthiomethyl)pyrimidin-4-yl)-3-methylmorpholine). Yield: 91.0%. RXN SMILES: [CH3:1][S-:2].[Na+].CS(O[CH2:9][C:10]1[CH:15]=[C:14]([N:16]2[CH2:21][CH2:20][O:19][CH2:18][C@H:17]2[CH3:22])[N:13]=[C:12]([Cl:23])[N:11]=1)(=O)=O.ClC1N=C(N2CCOC[C@H]2C)C=C(CCl)N=1.[I-].[Na+]>CC#N.CCOC(C)=O>[Cl:23][C:12]1[N:13]=[C:14]([N:16]2[CH2:21][CH2:20][O:19][CH2:18][C@H:17]2[CH3:22])[CH:15]=[C:10]([CH2:9][S:2][CH3:1])[N:11]=1 |f:0.1,4.5|. Procedure: In a 3 L fixed vessel, sodium thiomethoxide (21% in water) (216 g, 646.69 mmol) was added dropwise over 5 minutes to a stirred solution of a mixture of approximately two thirds (R)-(2-chloro-6-(3-methylmorpholino)pyrimidin-4-yl)methyl methanesulfonate and one third (R)-4-(2-chloro-6-(chloromethyl)pyrimidin-4-yl)-3-methylmorpholine (130.2 g, 431 mmol) and sodium iodide (1.762 ml, 43.11 mmol) in MeCN (1 L) at RT (temperature dropped from 20° C. to 18° C. over the addition and then in the next 5 mi...